This data is from the Open Reaction Database (ORD), a public repository of structured organic reaction records. The task is: describe an organic reaction: reactants, conditions, products, and yield Starting materials: ice water, Cl (HCl), O=C1NN=C(C2=CC=CC=C12)CC(=O)OCC (ethyl 4-oxo-3H-phthalazin-1-ylacetate), [H-].[Na+] (sodium hydride), BrC=1C=CC2=C(N=C(S2)CBr)C1 (5-bromo-2-bromomethylbenzothiazole). Run in CN(C=O)C (dimethylformamide). Conditions: time 1 hour. Product: BrC=1C=CC2=C(N=C(S2)CN2N=C(C3=CC=CC=C3C2=O)CC(=O)OCC)C1 (Ethyl 3-(5-bromobenzothiazol-2-ylmethyl)-4-oxo-3H-phthalazin-1-ylacetate). Reaction SMILES: [O:1]=[C:2]1[C:11]2[C:6](=[CH:7][CH:8]=[CH:9][CH:10]=2)[C:5]([CH2:12][C:13]([O:15][CH2:16][CH3:17])=[O:14])=[N:4][NH:3]1.[H-].[Na+].[Br:20][C:21]1[CH:22]=[CH:23][C:24]2[S:28][C:27]([CH2:29]Br)=[N:26][C:25]=2[CH:31]=1.Cl>CN(C)C=O>[Br:20][C:21]1[CH:22]=[CH:23][C:24]2[S:28][C:27]([CH2:29][N:3]3[C:2](=[O:1])[C:11]4[C:6](=[CH:7][CH:8]=[CH:9][CH:10]=4)[C:5]([CH2:12][C:13]([O:15][CH2:16][CH3:17])=[O:14])=[N:4]3)=[N:26][C:25]=2[CH:31]=1 |f:1.2|. Procedure: To a mixture of ethyl 4-oxo-3H-phthalazin-1-ylacetate (11.6 g.) and sodium hydride (288 g; 50% w/w dispersion in mineral oil) in dimethylformamide (150 ml) was added 5-bromo-2-bromomethylbenzothiazole (16.8 g) and the resulting mixture stirred at room temperature for 1 hour. This reaction mixture was poured over ice-water (500 ml.); sufficient 10% HCl was added to adjust the pH to about 4.0 and the precipitated crude solid was collected. This was chromatographed over silica gel to obtain the pro... Reactants: CC(=CC(=O)O)c1ccn(-c2c(C)cccc2C)c1, CNO. Yields the product CC(=CC(=O)N(C)O)c1ccn(-c2c(C)cccc2C)c1. RXN SMILES: [CH3:1][c:2]1[c:3](-[n:9]2[cH:10][c:11]([C:14](=[CH:15][C:16](=[O:17])[OH:18])[CH3:19])[cH:12][cH:13]2)[c:4]([CH3:8])[cH:5][cH:6][cH:7]1.[CH3:20][NH:21][OH:22]>>[CH3:1][c:2]1[c:3](-[n:9]2[cH:10][c:11]([C:14](=[CH:15][C:16](=[O:17])[N:21]([CH3:20])[OH:22])[CH3:19])[cH:12][cH:13]2)[c:4]([CH3:8])[cH:5][cH:6][cH:7]1. The reactants are ClC=1C=C(NC1)C(=O)ON1C(CCC1=O)=O (1-{[(4-Chloro-1H-pyrrol-2-yl)carbonyl]oxy}pyrrolidine-2,5-dione), [Cl-].C(#N)C=1C=C(C=CC1F)C#CC[NH2+]CC1=C(C=C(C=C1)OC)OC (3-(3-Cyano-4-fluorophenyl)-N-(2,4-dimethoxybenzyl)prop-2-yn-1-aminium chloride), C(=O)(O)[O-].[Na+] (NaHCO3). The solvent is CC#N (CH3CN), O (H2O). Yields the product ClC=1C=C(NC1)C(=O)N(CC1=C(C=C(C=C1)OC)OC)CC#CC1=CC(=C(C=C1)F)C#N (4-Chloro-N-[3-(3-cyano-4-fluorophenyl)prop-2-yn-1-yl]-N-(2,4-dimethoxybenzyl)-1H-pyrrole-2-carboxamide). RXN SMILES: [Cl:1][C:2]1[CH:3]=[C:4]([C:7]([O:9]N2C(=O)CCC2=O)=O)[NH:5][CH:6]=1.[Cl-].[C:18]([C:20]1[CH:21]=[C:22]([C:27]#[C:28][CH2:29][NH2+:30][CH2:31][C:32]2[CH:37]=[CH:36][C:35]([O:38][CH3:39])=[CH:34][C:33]=2[O:40][CH3:41])[CH:23]=[CH:24][C:25]=1[F:26])#[N:19].C([O-])(O)=O.[Na+]>CC#N.O>[Cl:1][C:2]1[CH:3]=[C:4]([C:7]([N:30]([CH2:29][C:28]#[C:27][C:22]2[CH:23]=[CH:24][C:25]([F:26])=[C:20]([C:18]#[N:19])[CH:21]=2)[CH2:31][C:32]2[CH:37]=[CH:36][C:35]([O:38][CH3:39])=[CH:34][C:33]=2[O:40][CH3:41])=[O:9])[NH:5][CH:6]=1 |f:1.2,3.4|. Procedure details: A solution of F1 (1.5 eq), F2 (1 eq) and NaHCO3 (2.5 eq) in a mixture of CH3CN and H2O (20:1) was heated at reflux for 12 hrs and then the MeCN was removed under reduced pressure. The resulting residue was diluted with DCM, washed with 1N HCl solution (2×) and then with brine; dried (Na2SO4), filtered and concentrated under reduced pressure. The resulting residue was purified by Biotage system eluting with EtOAc/petrol ether to obtain the desired compound. MS (ES) C24H19ClFN3O3 requires: 451, fo... The reactants are CS(=O)(=O)O, CCO, CN1CCc2ccc(OCCCN3CCN(c4cccc5sccc45)CC3)cc2C1=O. The product is CS(=O)(=O)O, CN1CCc2ccc(OCCCN3CCN(c4cccc5sccc45)CC3)cc2C1=O. As a reaction SMILES: [CH3:1][S:2]([OH:3])(=[O:4])=[O:5].[CH3:37][CH2:38][OH:39].[s:6]1[c:7]2[c:8]([cH:9][cH:10]1)[c:11]([N:15]1[CH2:16][CH2:17][N:18]([CH2:21][CH2:22][CH2:23][O:24][c:25]3[cH:26][cH:27][c:28]4[c:33]([cH:34]3)[C:32](=[O:35])[N:31]([CH3:36])[CH2:30][CH2:29]4)[CH2:19][CH2:20]1)[cH:12][cH:13][cH:14]2>>[CH3:1][S:2](=[O:3])(=[O:4])[OH:5].[s:6]1[c:7]2[c:8]([cH:9][cH:10]1)[c:11]([N:15]1[CH2:16][CH2:17][N:18]([CH2:21][CH2:22][CH2:23][O:24][c:25]3[cH:26][cH:27][c:28]4[c:33]([cH:34]3)[C:32](=[O:35])[N:31]([CH3:36])[CH2:30][CH2:29]4)[CH2:19][CH2:20]1)[cH:12][cH:13][cH:14]2. Starting materials: C(C1=CC=CC=C1)OC=1C(C=C(N(C1C(O)C1=CC=C(C=C1)F)CCO)C(=O)O)=O (5-benzyloxy-6-[(4-fluoro-phenyl)-hydroxy-methyl]-1-(2-hydroxy-ethyl)-4-oxo-1,4-dihydro-pyridine-2-carboxylic acid). Reagents/catalysts: [Pd] (palladium on carbon). Solvent: CO (methanol). Product: FC1=CC=C(C=C1)C(C1=C(C(C=C2C(OCCN21)=O)=O)O)O (6-[(4-fluoro-phenyl)-hydroxy-methyl]-7-hydroxy-3,4-dihydro-pyrido[2,1-c]-[1,4]oxazine-1,8-dione). RXN SMILES: C([O:8][C:9]1[C:10](=[O:30])[CH:11]=[C:12]([C:27]([OH:29])=[O:28])[N:13]([CH2:24][CH2:25]O)[C:14]=1[CH:15]([C:17]1[CH:22]=[CH:21][C:20]([F:23])=[CH:19][CH:18]=1)[OH:16])C1C=CC=CC=1>CO.[Pd]>[F:23][C:20]1[CH:21]=[CH:22][C:17]([CH:15]([OH:16])[C:14]2[N:13]3[C:12]([C:27](=[O:28])[O:29][CH2:25][CH2:24]3)=[CH:11][C:10](=[O:30])[C:9]=2[OH:8])=[CH:18][CH:19]=1. Procedure details: 0.266 g of 5-benzyloxy-6-[(4-fluoro-phenyl)-hydroxy-methyl]-1-(2-hydroxy-ethyl)-4-oxo-1,4-dihydro-pyridine-2-carboxylic acid are dissolved in 20 ml of methanol and hydrogenated at room temperature over 0.05 g of palladium on carbon (5%) until 1 mol of H2 per mol of starting material has been taken up. The catalyst is removed by filtration and the flitrate is concentrated to dryness by evaporation using a rotary evaporator. Recrystallisation from methanol yields 6-[(4-fluoro-phenyl)-hydroxy-methy... Reactants: O=C1CCOc2ccccc21, O, O=[N+]([O-])O. Product: O=C1CCOc2ccc([N+](=O)[O-])cc21. As a reaction SMILES: [O:5]1[CH2:6][CH2:7][C:8](=[O:15])[c:9]2[cH:10][cH:11][cH:12][cH:13][c:14]21.[OH2:16].[OH:1][N+:2]([O-:3])=[O:4]>>[O-:1][N+:2](=[O:4])[c:11]1[cH:10][c:9]2[c:14]([cH:13][cH:12]1)[O:5][CH2:6][CH2:7][C:8]2=[O:15]. Yield: 50.0%. As a reaction SMILES: [C:1]([C:3]1[CH:4]=[C:5]([CH:28]=[CH:29][CH:30]=1)[CH2:6][N:7]1[C:15]2[C:10](=[N:11][CH:12]=[CH:13][C:14]=2[N:16]2[CH2:21][CH2:20][CH2:19][C@@H:18]([NH:22]C(=O)O)[CH2:17]2)N(C)[C:8]1=[O:27])#[N:2].[F:31][C:32]([F:37])([F:36])[C:33]([OH:35])=[O:34]>>[F:31][C:32]([F:37])([F:36])[C:33]([OH:35])=[O:34].[NH2:22][CH:18]1[CH2:19][CH2:20][CH2:21][N:16]([C:14]2[CH:13]=[CH:12][N:11]=[C:10]3[C@@H:32]([CH3:33])[C:8](=[O:27])[N:7]([CH2:6][C:5]4[CH:4]=[C:3]([CH:30]=[CH:29][CH:28]=4)[C:1]#[N:2])[C:15]=23)[CH2:17]1 |f:2.3|. Procedure: The operation referred to the step (6) described in Example 1. 290 mg (R)-1-[1-(3-cyanobenzyl)-3-methyl-2-oxo-2,3-dihydro-1H-imidazo[4,5-b]pyridin-7-yl]piperidin-3-yl carbamic acid ter.-butyl ester (0.63 mmol) and 1.0 mL trifluoroacetic acid were charged to afford 150 mg titled product with a yield of 50%. Reactants: C(#N)C=1C=C(CN2C(N(C3=NC=CC(=C32)N3C[C@@H](CCC3)NC(O)=O)C)=O)C=CC1 ((R)-1-[1-(3-cyanobenzyl)-3-methyl-2-oxo-2,3-dihydro-1H-imidazo[4,5-b]pyridin-7-yl]piperidin-3-yl carbamic acid), butyl ester, FC(C(=O)O)(F)F (trifluoroacetic acid). Yields the product FC(C(=O)O)(F)F.NC1CN(CCC1)C1=C2C(=NC=C1)[C@H](C(N2CC=2C=C(C#N)C=CC2)=O)C ((R)-3-[[7-(3-aminopiperidin-1-yl)-3-methyl-2-oxo-2,3-dihydro-1H-pyrrolo[4,5-b]pyridin-1-yl]methyl]benzonitrile trifluoroacetate). The reactants are N1=CC=C(C=C1)SC1=C(N2C(C(C2C1)CC)=O)C(=O)OCC1=CC=C(C=C1)[N+](=O)[O-] (p-nitrobenzyl 3-(4-pyridylthio)-6-ethyl-7-oxo-1-azabicyclo[3.2.0]hept-2-ene-2-carboxylate), [H][H] (hydrogen). Reagents/catalysts: [Pt]=O (platinum oxide). Solvent: O1CCOCC1 (dioxane), P(=O)([O-])([O-])[O-] (phosphate). Reaction conditions: time 4 hour. Product: N1=CC=C(C=C1)SC1=C(N2C(C(C2C1)CC)=O)C(=O)O (3-(4-pyridylthio)-6-ethyl-7-oxo-1-azabicyclo[3.2.0]hept-2-ene-2-carboxylic acid). Yield: 56.2%. RXN SMILES: [N:1]1[CH:6]=[CH:5][C:4]([S:7][C:8]2[CH2:14][CH:13]3[N:10]([C:11](=[O:17])[CH:12]3[CH2:15][CH3:16])[C:9]=2[C:18]([O:20]CC2C=CC([N+]([O-])=O)=CC=2)=[O:19])=[CH:3][CH:2]=1.[H][H]>O1CCOCC1.P([O-])([O-])([O-])=O.[Pt]=O>[N:1]1[CH:6]=[CH:5][C:4]([S:7][C:8]2[CH2:14][CH:13]3[N:10]([C:11](=[O:17])[CH:12]3[CH2:15][CH3:16])[C:9]=2[C:18]([OH:20])=[O:19])=[CH:3][CH:2]=1. Reported procedure: 54 mg of p-nitrobenzyl 3-(4-pyridylthio)-6-ethyl-7-oxo-1-azabicyclo[3.2.0]hept-2-ene-2-carboxylate obtained in Example 17 was dissolved in a mixture of 2 ml of dioxane and 2 ml of a 0.1 M phosphate buffer (pH 7.0). Then, 54 mg of platinum oxide was added, and the reaction was performed at room temperature for 4 hours in a Paar reducing apparatus (hydrogen pressure 4 kg/cm2). The catalyst was removed by filtration. The filtrate and the wash liquid were combined and concentrated under reduced pres...